From a dataset of the Open Reaction Database (ORD), a public repository of structured organic reaction records. describe an organic reaction: reactants, conditions, products, and yield Reactants: CC(C)(C)[O-], Cc1nc(C)n2nc(-c3cccc([N+](=O)[O-])c3)nc(-n3cncn3)c12, COc1cc(O)cc(OC)c1OC, [K+], C1CCOC1. The product is COc1cc(Oc2nc(-c3cccc([N+](=O)[O-])c3)nn3c(C)nc(C)c23)cc(OC)c1OC. As a reaction SMILES: [CH3:1][C:2]([CH3:3])([O-:4])[CH3:5].[CH3:20][c:21]1[n:22][c:23]([CH3:44])[n:24]2[n:25][c:26](-[c:35]3[cH:36][c:37]([N+:41](=[O:42])[O-:43])[cH:38][cH:39][cH:40]3)[n:27][c:28](-[n:30]3[cH:31][n:32][cH:33][n:34]3)[c:29]12.[CH3:7][O:8][c:9]1[cH:10][c:11]([OH:12])[cH:13][c:14]([O:15][CH3:16])[c:17]1[O:18][CH3:19].[K+:6].[O:45]1[CH2:46][CH2:47][CH2:48][CH2:49]1>>[CH3:7][O:8][c:9]1[cH:10][c:11]([O:12][c:28]2[n:27][c:26](-[c:35]3[cH:36][c:37]([N+:41](=[O:42])[O-:43])[cH:38][cH:39][cH:40]3)[n:25][n:24]3[c:23]([CH3:44])[n:22][c:21]([CH3:20])[c:29]32)[cH:13][c:14]([O:15][CH3:16])[c:17]1[O:18][CH3:19]. Reactants: C(C)[Mg]Br (ethyl magnesium bromide), COC=1C=C(C#N)C=CC1 (3-methoxy benzonitrile), C1CCOC1 (THF), [Cl-].[NH4+] (ammonium chloride). Solvent: C(C)OCC (diethyl ether), O (Water). Reaction conditions: temperature 40 celsius, time 8 hour. The product is COC=1C=C(C=CC1)C(CC)=O (3'-methoxypropiophenone). Yield: 99.0%. RXN SMILES: [CH2:1]([Mg]Br)[CH3:2].[CH3:5][O:6][C:7]1[CH:8]=[C:9]([CH:12]=[CH:13][CH:14]=1)[C:10]#N.C1C[O:18]CC1.[Cl-].[NH4+]>C(OCC)C.O>[CH3:5][O:6][C:7]1[CH:8]=[C:9]([C:10](=[O:18])[CH2:1][CH3:2])[CH:12]=[CH:13][CH:14]=1 |f:3.4|. Reported procedure: A solution of ethyl magnesium bromide in diethyl ether (58 ml, 3 M) was added dropwise at room temperature to a mixture of 3-methoxy benzonitrile (21.2 g, 0.159 mol) and dry THF (250 ml). When addition was complete the mixture was stirred for 1 h at room temperature, 3 h at 40° C. and finally stirred overnight at room temperature. Water (250 ml) was added followed by a saturated ammonium chloride solution (250 ml) and the mixture was stirred for 1 h at room temperature. The phases were separated... Reactants: tetrakis-triphenylphosphinepalladium(0), O1C(OCC1)C1=CC(=C(C(=C1)OC)O)I (4-[1,3]dioxolan-2-yl-2-iodo-6-methoxy-phenol), C1(=CC=CC=C1)B(O)O (benzeneboronic acid), C1(=CC=CC=C1)C (toluene), C([O-])([O-])=O.[Na+].[Na+] (sodium carbonate). Product: OC1=C(C=C(C=O)C=C1C1=CC=CC=C1)OC (4-hydroxy-3-methoxy-5-phenylbenzaldehyde). The yield is 77.6%. Procedure: Under N2, tetrakis-triphenylphosphinepalladium(0) was added to a mixture of the above dioxolane (10 g, 31 mmoles), benzeneboronic acid (4.5 g, 37 mmoles), toluene (67 mL), 2 M aqueous sodium carbonate (33 mL) and methanol (20 mL). The resulting mixture was heated at reflux under N2 for 16 hours. After cooling the mixture was diluted with water (150 mL) and washed with heptane (400 mL). The aqueous phase was made acidic with 3N hydrochloric acid and extracted with ethyl acetate (3×300 mL). The co... Run in CO (methanol), O (water). RXN SMILES: O1CC[O:3][CH:2]1[C:6]1[CH:11]=[C:10]([O:12][CH3:13])[C:9]([OH:14])=[C:8](I)[CH:7]=1.[C:16]1(B(O)O)[CH:21]=[CH:20][CH:19]=[CH:18][CH:17]=1.C1(C)C=CC=CC=1.C(=O)([O-])[O-].[Na+].[Na+]>O.CO>[OH:14][C:9]1[C:8]([C:16]2[CH:21]=[CH:20][CH:19]=[CH:18][CH:17]=2)=[CH:7][C:6]([CH:2]=[O:3])=[CH:11][C:10]=1[O:12][CH3:13] |f:3.4.5|. The reactants are CC(C)(C)OC(=O)NC(CCCO[Si](c1ccccc1)(c1ccccc1)C(C)(C)C)C(=O)OCc1ccccc1, CCOC(C)=O, [H][H]. Yields the product CC(C)(C)OC(=O)NC(CCCO[Si](c1ccccc1)(c1ccccc1)C(C)(C)C)C(=O)O. As a reaction SMILES: [CH2:1]([c:2]1[cH:3][cH:4][cH:5][cH:6][cH:7]1)[O:8][C:9]([CH:10]([CH2:11][CH2:12][CH2:13][O:14][Si:15]([c:16]1[cH:17][cH:18][cH:19][cH:20][cH:21]1)([c:22]1[cH:23][cH:24][cH:25][cH:26][cH:27]1)[C:28]([CH3:29])([CH3:30])[CH3:31])[NH:32][C:33](=[O:34])[O:35][C:36]([CH3:37])([CH3:38])[CH3:39])=[O:40].[CH3:43][CH2:44][O:45][C:46](=[O:47])[CH3:48].[H:41][H:42]>>[O:8]=[C:9]([CH:10]([CH2:11][CH2:12][CH2:13][O:14][Si:15]([c:16]1[cH:17][cH:18][cH:19][cH:20][cH:21]1)([c:22]1[cH:23][cH:24][cH:25][cH:26][cH:27]1)[C:28]([CH3:29])([CH3:30])[CH3:31])[NH:32][C:33](=[O:34])[O:35][C:36]([CH3:37])([CH3:38])[CH3:39])[OH:40]. Starting materials: O=C([O-])[O-], CO, CC1(C)CC(C)(C)c2cc(C#C[Si](C)(C)C)cc(C3CC3)c2O1, [K+], [K+]. The product is C#Cc1cc(C2CC2)c2c(c1)C(C)(C)CC(C)(C)O2. Reaction SMILES: [C:24](=[O:25])([O-:26])[O-:27].[CH3:30][OH:31].[CH:1]1([c:4]2[cH:5][c:6]([C:18]#[C:19][Si:20]([CH3:21])([CH3:22])[CH3:23])[cH:7][c:8]3[c:13]2[O:12][C:11]([CH3:14])([CH3:15])[CH2:10][C:9]3([CH3:16])[CH3:17])[CH2:2][CH2:3]1.[K+:28].[K+:29]>>[CH:1]1([c:4]2[cH:5][c:6]([C:18]#[CH:19])[cH:7][c:8]3[c:13]2[O:12][C:11]([CH3:14])([CH3:15])[CH2:10][C:9]3([CH3:16])[CH3:17])[CH2:2][CH2:3]1.